Dataset: the Open Reaction Database (ORD), a public repository of structured organic reaction records. Task: describe an organic reaction: reactants, conditions, products, and yield Reactants: CN(C)C(OC(C)(C)C)OC(C)(C)C, COc1ccc(-c2nn3c(NC4CC4)cccc3c2C(C)=O)cc1, O. Product: COc1ccc(-c2nn3c(NC4CC4)cccc3c2C(=O)C=CN(C)C)cc1. Reaction SMILES: [C:25]([O:26][CH:30]([O:27][C:28]([CH3:29])([CH3:34])[CH3:35])[N:31]([CH3:32])[CH3:33])([CH3:36])([CH3:37])[CH3:38].[CH:1]1([NH:4][c:5]2[cH:6][cH:7][cH:8][c:9]3[n:10]2[n:11][c:12](-[c:17]2[cH:18][cH:19][c:20]([O:23][CH3:24])[cH:21][cH:22]2)[c:13]3[C:14]([CH3:15])=[O:16])[CH2:2][CH2:3]1.[OH2:39]>>[CH:1]1([NH:4][c:5]2[cH:6][cH:7][cH:8][c:9]3[n:10]2[n:11][c:12](-[c:17]2[cH:18][cH:19][c:20]([O:23][CH3:24])[cH:21][cH:22]2)[c:13]3[C:14]([CH:15]=[CH:30][N:31]([CH3:32])[CH3:33])=[O:16])[CH2:2][CH2:3]1. The reactants are C(#N)C1=CC=C2C=CC(=NC2=N1)N1C(C2=CC=CC=C2C1O)=O (2-(7-cyano-1,8-naphthyridin-2-yl)-3-hydroxy-isoindolin-1-one), O1CCCC1 (tetrahydrofuran), [H-].[Na+] (sodium hydride), ClC(=O)C1NCCN(C1)C (2-chlorocarbonyl-4-methylpiperazine). Solvent: C(Cl)Cl (methylene chloride), CN(C)P(=O)(N(C)C)N(C)C (hexamethylphosphotriamide). Product: C(#N)C1=CC=C2C=CC(=NC2=N1)N1C(C2=CC=CC=C2C1OC(=O)N1CCN(CC1)C)=O (2-(7-cyano-1,8-naphthyridin-2-yl)-3-(4-methylpiperazin-1-yl)carbonyloxy-isoindolin-1-one). RXN SMILES: [C:1]([C:3]1[N:12]=[C:11]2[C:6]([CH:7]=[CH:8][C:9]([N:13]3[CH:21]([OH:22])[C:20]4[C:15](=[CH:16][CH:17]=[CH:18][CH:19]=4)[C:14]3=[O:23])=[N:10]2)=[CH:5][CH:4]=1)#[N:2].[H-].[Na+].ClC([CH:29]1[CH2:34][N:33]([CH3:35])[CH2:32][CH2:31][NH:30]1)=O.[O:36]1CCC[CH2:37]1>C(Cl)Cl.CN(P(N(C)C)(N(C)C)=O)C>[C:1]([C:3]1[N:12]=[C:11]2[C:6]([CH:7]=[CH:8][C:9]([N:13]3[CH:21]([O:22][C:37]([N:30]4[CH2:29][CH2:34][N:33]([CH3:35])[CH2:32][CH2:31]4)=[O:36])[C:20]4[C:15](=[CH:16][CH:17]=[CH:18][CH:19]=4)[C:14]3=[O:23])=[N:10]2)=[CH:5][CH:4]=1)#[N:2] |f:1.2|. Procedure details: Following the procedure of Example 4 but starting with 2-(7-cyano-1,8-naphthyridin-2-yl)-3-hydroxy-isoindolin-1-one (4.7 g.), sodium hydride (50% dispersion in mineral oil) (1.5 g.), 2-chlorocarbonyl-4-methylpiperazine (5.04 g.), anhydrous tetrahydrofuran (97 cc.) and anhydrous hexamethylphosphotriamide (25 cc.), a crude product (5.7 g.) is obtained which is then dissolved in methylene chloride (100 cc.). The resulting solution is passed through a column of silica gel (57 g.). Elution is carried... Starting materials: C1(=CC=CC=C1)CC(=O)OC1OCCCC1 (Tetrahydro-2H-pyran-2-yl 2-phenylacetate), C1(=CC=CC=C1)C1(CCCCC1)C(=O)O (1-Phenylcyclohexanecarboxylic acid). Product: COC(=O)C1=CC=C(C=C1)C1(CCCCC1)C(=O)O (1-[4-(Methoxycarbonyl)phenyl]cyclohexanecarboxylic acid), COC(=O)C1=CC=C(C=C1)CC(=O)O (2-[4-(Methoxycarbonyl)phenyl]acetic acid). Reaction SMILES: C1(C[C:8]([O:10][CH:11]2CCCCO2)=[O:9])C=CC=CC=1.[C:17]1([C:23]2([C:29]([OH:31])=[O:30])[CH2:28][CH2:27][CH2:26][CH2:25][CH2:24]2)[CH:22]=[CH:21][CH:20]=[CH:19][CH:18]=1>>[CH3:11][O:10][C:8]([C:20]1[CH:21]=[CH:22][C:17]([C:23]2([C:29]([OH:31])=[O:30])[CH2:28][CH2:27][CH2:26][CH2:25][CH2:24]2)=[CH:18][CH:19]=1)=[O:9].[CH3:11][O:10][C:8]([C:20]1[CH:19]=[CH:18][C:17]([CH2:23][C:29]([OH:31])=[O:30])=[CH:22][CH:21]=1)=[O:9]. Procedure details: The title compound was obtained from 2-[4-(methoxycarbonyl)phenyl]acetic acid (8a) by the method described above for tetrahydro-2H-pyran-2-yl 2-phenylacetate (5a) and 1-phenylcyclohexanecarboxylic acid (1/3). The crude product 1/4 was chromatographed on silica gel with toluene-ethyl acetate-acetic acid (8:2:0.1) as eluent to give 1-[4-(methoxycarbonyl)phenyl]-cyclohexanecarboxylic acid (1/4) in 68% yield (on 8a) as a white solid. 1H NMR (CDCl3, HMDSO) δ: 0.94-2.09 (8H, m); 2.25-2.65 (2H, m); 3.8... Reactants: NC1=CC=CC=C1 (aniline), Cl (hydrochloric acid), C=O (formaldehyde), [OH-].[Na+] (sodium hydroxide). The solvent is O (water). Yields the product Cl.NC1=CC=CC=C1 (aniline hydrochloride), 168, NC1=CC=CC=C1 (aniline). RXN SMILES: [NH2:1][C:2]1[CH:7]=[CH:6][CH:5]=[CH:4][CH:3]=1.[ClH:8].C=O.[OH-].[Na+]>O>[ClH:8].[NH2:1][C:2]1[CH:7]=[CH:6][CH:5]=[CH:4][CH:3]=1.[NH2:1][C:2]1[CH:7]=[CH:6][CH:5]=[CH:4][CH:3]=1 |f:3.4,6.7|. Procedure: A solution of aniline hydrochloride was prepared by mixing 93 parts by weight of aniline, 110 parts by weight of concentrated hydrochloric acid, and 930 parts by weight of water. To the solution was added at room temperature 165 parts by weight of a 37 % (by weight)-aqueous formaldehyde solution and subjected to reaction for 2 hours. Then, the reaction mixture was neutralized with a 5 % (by weight)-aqueous sodium hydroxide solution, washed with water, filtered, and dried to yield 168 parts by we... Reactants: ClC(COC(NC1=C(C(=NO1)C)C)=O)(Cl)Cl (2,2,2-trichloroethyl(3,4-dimethylisoxazol-5-yl)carbamate), C1(=CC=CC=C1)C=1C=CC(=NC1)N1CCNCC1 (1-(5-phenylpyridin-2-yl)piperazine), C(C)(C)N(CC)C(C)C (diisopropylethylamine), CS(=O)C (dimethylsulfoxide). As a reaction SMILES: ClC(Cl)(Cl)CO[C:5](=[O:14])[NH:6][C:7]1[O:11][N:10]=[C:9]([CH3:12])[C:8]=1[CH3:13].[C:17]1([C:23]2[CH:24]=[CH:25][C:26]([N:29]3[CH2:34][CH2:33][NH:32][CH2:31][CH2:30]3)=[N:27][CH:28]=2)[CH:22]=[CH:21][CH:20]=[CH:19][CH:18]=1.C(N(C(C)C)CC)(C)C.CS(C)=O>O>[CH3:12][C:9]1[C:8]([CH3:13])=[C:7]([NH:6][C:5]([N:32]2[CH2:33][CH2:34][N:29]([C:26]3[CH:25]=[CH:24][C:23]([C:17]4[CH:22]=[CH:21][CH:20]=[CH:19][CH:18]=4)=[CH:28][N:27]=3)[CH2:30][CH2:31]2)=[O:14])[O:11][N:10]=1. Solvent: O (water). Isolated yield 45.6%. Yields the product CC1=NOC(=C1C)NC(=O)N1CCN(CC1)C1=NC=C(C=C1)C1=CC=CC=C1 (N-(3,4-Dimethylisoxazol-5-yl)-4-(5-phenylpyridin-2-yl)piperazine-1-carboxamide). Procedure: A solution of 2,2,2-trichloroethyl(3,4-dimethylisoxazol-5-yl)carbamate (251 mg, 0.872 mmol), 1-(5-phenylpyridin-2-yl)piperazine (200 mg, 0.872 mmol), diisopropylethylamine (0.304 ml, 1.74 mmol) and dimethylsulfoxide (4 ml) was stirred at 70° C. for 12 hours, then the reaction solution was poured into water, and extracted with ethyl acetate. The extract was washed with water, and dried over anhydrous magnesium sulfate. The solvent was distilled away under reduce pressure, and the residue was recr...